From a dataset of the Open Reaction Database (ORD), a public repository of structured organic reaction records. describe an organic reaction: reactants, conditions, products, and yield Starting materials: P(Br)(Br)Br (phosphorous tribromide), BrC=1C=C(C=C2C(C=CNC12)=O)C(=O)OC (methyl 8-bromo-4-oxo-1,4-dihydroquinoline-6-carboxylate), C(=O)(O)[O-].[Na+] (NaHCO3). Run in O (water), CN(C)C=O (DMF). Reaction conditions: time 30 minute. The product is BrC1=CC=NC2=C(C=C(C=C12)C(=O)OC)Br (methyl 4,8-dibromoquinoline-6-carboxylate). Reaction SMILES: [Br:1][C:2]1[CH:3]=[C:4]([C:13]([O:15][CH3:16])=[O:14])[CH:5]=[C:6]2[C:11]=1[NH:10][CH:9]=[CH:8][C:7]2=O.P(Br)(Br)[Br:18].C([O-])(O)=O.[Na+]>CN(C=O)C.O>[Br:18][C:7]1[C:6]2[C:11](=[C:2]([Br:1])[CH:3]=[C:4]([C:13]([O:15][CH3:16])=[O:14])[CH:5]=2)[N:10]=[CH:9][CH:8]=1 |f:2.3|. Procedure: To a suspension of methyl 8-bromo-4-oxo-1,4-dihydroquinoline-6-carboxylate (272 mg, 0.964 mmol) in DMF (5 mL) at room temperature was added slowly phosphorous tribromide (0.1 mL, 1.06 mmol). The resulting mixture was stirred under argon for 30 min. The reaction mixture was made basic by the addition of solid NaHCO3 until the pH was greater than 10, and then the reaction mixture was diluted with water and the solid collected by filtration. The product was washed with several portion of water and ... Yields the product C1(=CC=CC=C1)N(CC1=CC=CC2=CC=CC=C12)C1=CC=CC=C1 (N,N-Diphenyl-1-naphthalenemethanamine). Procedure: N-phenylnaphthaldimine (2.20 g, 0.010 mol) and benzylphenyl ether (1.84 g, 0.010 mol) were reacted as above for the preparation of benzyldiphenylamine. Aqueous work-up afforded a precipitate which was isolated by filtration and recrystallized from 95% ethanol to yield 2.3 g (74%) of needles, mp 170°-172° C. Anal. calcd. for C23H19N: C 89.28, H 6.19, N 4.53%; found C 89.11, H 6.26, N 4.44%. 1H NMR (200 MHz, CDCl3)δ (assignment): 5.52 (s, 2H, CH2), 7.00-8.10 (m, 17H, aromatic). MS [m/e (70 ev, % o... Reactants: C(C1=CC=CC=C1)OC1=CC=CC=C1 (benzylphenyl ether), C(C1=CC=CC=C1)N(C1=CC=CC=C1)C1=CC=CC=C1 (benzyldiphenylamine). Isolated yield 74.0%. As a reaction SMILES: [CH2:1](OC1C=CC=CC=1)[C:2]1C=CC=[CH:4][CH:3]=1.[CH2:15]([N:22]([C:29]1[CH:34]=[CH:33][CH:32]=[CH:31][CH:30]=1)[C:23]1[CH:28]=[CH:27][CH:26]=[CH:25][CH:24]=1)[C:16]1[CH:21]=[CH:20][CH:19]=[CH:18][CH:17]=1>>[C:29]1([N:22]([C:23]2[CH:24]=[CH:25][CH:26]=[CH:27][CH:28]=2)[CH2:15][C:16]2[C:17]3[C:18](=[CH:1][CH:2]=[CH:3][CH:4]=3)[CH:19]=[CH:20][CH:21]=2)[CH:34]=[CH:33][CH:32]=[CH:31][CH:30]=1. Reported procedure: An ice-cold solution of 7.8 g. of 1-bromo-4-methyl-4-phenyl-trans-1-penten-3-one in 100 ml. of methanol was treated with 1.4 g. of sodium borohydride and stirred at 0° for one hour. The solvent was evaporated and the residue was dissolved in water then extracted with ether. The ether extract was dried with MgSO4 and evaporated to afford 8.0 g. of the title product as a colorless oil, λmaxfilm 2.95, 3.4, 6.12, 6.20, 6.62, 6.88, 7.18, 7.28, 7.82, 9.30, 9.68, 10.00, 10.55, 12.95, 13.45 and 14.24 μ. As a reaction SMILES: [Br:1]/[CH:2]=[CH:3]/[C:4](=[O:14])[C:5]([CH3:13])([C:7]1[CH:12]=[CH:11][CH:10]=[CH:9][CH:8]=1)[CH3:6].[BH4-].[Na+]>CO>[Br:1]/[CH:2]=[CH:3]/[CH:4]([OH:14])[C:5]([CH3:6])([C:7]1[CH:12]=[CH:11][CH:10]=[CH:9][CH:8]=1)[CH3:13] |f:1.2|. The reactants are ice, Br\C=C\C(C(C)(C1=CC=CC=C1)C)=O (1-bromo-4-methyl-4-phenyl-trans-1-penten-3-one), [BH4-].[Na+] (sodium borohydride). Yields the product Br\C=C\C(C(C)(C1=CC=CC=C1)C)O (1-Bromo-4-Methyl-4-Phenyl-trans-1-Penten-3-ol). The solvent is CO (methanol). The reactants are C(C)OC([C@@H](C)N1C(COC2=C1C=C(C=C2)[N+](=O)[O-])=S)=O ((R)-2-(6-nitro-3-thioxo-2,3-dihydro-benzo[1,4]oxazin-4-yl)-propionic acid ethyl ester), O.NN (hydrazine hydrate). Solvent: C(C)O (ethanol). Run at temperature 25 celsius, time 16 hour. Yields the product C[C@H]1N2C(=NNC1=O)COC1=C2C=C(C=C1)[N+](=O)[O-] ((R)-1-methyl-9-nitro-3,5-dihydrobenzo[5,6][1,4]oxazino[3,4-c][1,2,4]triazin-2(1H)-one). Isolated yield 79.0%. Reaction SMILES: C(O[C:4](=[O:21])[C@H:5]([N:7]1[C:12]2[CH:13]=[C:14]([N+:17]([O-:19])=[O:18])[CH:15]=[CH:16][C:11]=2[O:10][CH2:9][C:8]1=S)[CH3:6])C.O.[NH2:23][NH2:24]>C(O)C>[CH3:6][C@@H:5]1[C:4](=[O:21])[NH:24][N:23]=[C:8]2[CH2:9][O:10][C:11]3[CH:16]=[CH:15][C:14]([N+:17]([O-:19])=[O:18])=[CH:13][C:12]=3[N:7]12 |f:1.2|. Reported procedure: To a solution of (R)-2-(6-nitro-3-thioxo-2,3-dihydro-benzo[1,4]oxazin-4-yl)-propionic acid ethyl ester (150.0 g, 483.0 mmol) in ethanol (1.5 L) was added hydrazine hydrate (98%, 48.4 g, 967.0 mmol) and the reaction mixture was stirred at 25° C. for 16 h. The reaction mixture was filtered and the filter cake was washed with EtOH (3×100 mL) to give (R)-1-methyl-9-nitro-3,5-dihydrobenzo[5,6][1,4]oxazino[3,4-c][1,2,4]triazin-2(1H)-one (100.0 g, 79%). SFC (Table 2, Method 4) Rt=3.19 min. 1H NMR (DMSO... The reactants are COC(=O)COc1ccc(OCc2nc(-c3ccccc3Cl)cs2)cc1C, Cl, [Li+], [OH-], O. Yields the product Cc1cc(OCc2nc(-c3ccccc3Cl)cs2)ccc1OCC(=O)O. Reaction SMILES: [CH3:1][O:2][C:3]([CH2:4][O:5][c:6]1[c:7]([CH3:26])[cH:8][c:9]([O:12][CH2:13][c:14]2[s:15][cH:16][c:17](-[c:19]3[c:20]([Cl:25])[cH:21][cH:22][cH:23][cH:24]3)[n:18]2)[cH:10][cH:11]1)=[O:27].[ClH:30].[Li+:29].[OH-:28].[OH2:31]>>[O:2]=[C:3]([CH2:4][O:5][c:6]1[c:7]([CH3:26])[cH:8][c:9]([O:12][CH2:13][c:14]2[s:15][cH:16][c:17](-[c:19]3[c:20]([Cl:25])[cH:21][cH:22][cH:23][cH:24]3)[n:18]2)[cH:10][cH:11]1)[OH:27]. Reactants: S(O)(O)(=O)=O (sulfuric acid), C(#N)C=1N(C=CC1)C=1C=C(C(=O)N=C(N)N)C=CC1 (2-[3-(2-cyanopyrrol-1-yl)benzoyl]guanidine), CO (methanol). Run in C(C)(=O)OCC (ethyl acetate). Reaction conditions: time 30 minute. Product: S(=O)(=O)(O)O.C(#N)C=1N(C=CC1)C=1C=C(C(=O)N=C(N)N)C=CC1.C(#N)C=1N(C=CC1)C=1C=C(C(=O)N=C(N)N)C=CC1 (2-[3-(2-cyanopyrrol-1-yl) benzoyl]guanidine hemisulfate). As a reaction SMILES: [S:1](=[O:5])(=[O:4])([OH:3])[OH:2].[C:6]([C:8]1[N:9]([C:13]2[CH:14]=[C:15]([CH:22]=[CH:23][CH:24]=2)[C:16]([N:18]=[C:19]([NH2:21])[NH2:20])=[O:17])[CH:10]=[CH:11][CH:12]=1)#[N:7].CO>C(OCC)(=O)C>[S:1]([OH:5])([OH:4])(=[O:3])=[O:2].[C:6]([C:8]1[N:9]([C:13]2[CH:14]=[C:15]([CH:22]=[CH:23][CH:24]=2)[C:16]([N:18]=[C:19]([NH2:20])[NH2:21])=[O:17])[CH:10]=[CH:11][CH:12]=1)#[N:7].[C:6]([C:8]1[N:9]([C:13]2[CH:14]=[C:15]([CH:22]=[CH:23][CH:24]=2)[C:16]([N:18]=[C:19]([NH2:20])[NH2:21])=[O:17])[CH:10]=[CH:11][CH:12]=1)#[N:7] |f:4.5.6|. Reported procedure: Conc. sulfuric acid (0.42 ml) was added to a mixture of 2-[3-(2-cyanopyrrol-1-yl)benzoyl]guanidine (2.0 g) and methanol (20 ml), and the mixture was stirred for 30 minutes at ambient temperature. To the mixture was added ethyl acetate (20 ml), and the isolated precipitate was collected by filtration. The precipitate was recrystallized from methanol-water to give 2-[3-(2-cyanopyrrol-1-yl) benzoyl]guanidine hemisulfate (1.53 g). The yield is 88.0%. The reactants are [OH-].[Na+] (sodium hydroxide), O1COC2=CC3=C(N=C(N3)S)C=C21 (5H-1,3-dioxolo(4,5-f)-benzimidazole-6-thiol), Cl.ClCC1=NC=C(C=C1)C (2-chloromethyl-5-methylpyridine hydrochloride). Procedure details: 9.8 g of 5H-1,3-dioxolo(4,5-f)-benzimidazole-6-thiol were suspended in 200 ml of alcohol in a 500 ml sulfonation flask equipped with stirrer, thermometer, dropping funnel and reflux condenser and treated dropwise while stirring well with a solution of 4.47 g of sodium hydroxide in 100 ml of water. The mixture was stirred at room temperature for an additional 30 minutes. Then 9.15 g of 2-chloromethyl-5-methylpyridine hydrochloride were added thereto. The mixture was left to boil at reflux overnig... The solvent is O (water), alcohol. Reaction conditions: time 30 minute. Product: CC=1C=CC(=NC1)CSC=1NC2=C(N1)C=C1C(=C2)OCO1 (6-[[(5-methyl-2-pyridyl)methyl]thio]-5H-1,3-dioxolo(4,5-f)benzimidazole). RXN SMILES: [O:1]1[C:13]2[C:4](=[CH:5][C:6]3[NH:10][C:9]([SH:11])=[N:8][C:7]=3[CH:12]=2)[O:3][CH2:2]1.[OH-].[Na+].Cl.Cl[CH2:18][C:19]1[CH:24]=[CH:23][C:22]([CH3:25])=[CH:21][N:20]=1>O>[CH3:25][C:22]1[CH:23]=[CH:24][C:19]([CH2:18][S:11][C:9]2[NH:10][C:6]3[CH:5]=[C:4]4[O:3][CH2:2][O:1][C:13]4=[CH:12][C:7]=3[N:8]=2)=[N:20][CH:21]=1 |f:1.2,3.4|.